From a dataset of the Open Reaction Database (ORD), a public repository of structured organic reaction records. describe an organic reaction: reactants, conditions, products, and yield The reactants are C(C)(C)[N-]C(C)C.[Li+] (Lithium diisopropylamide), ICC (iodoethane), IC1=C(C=CC=C1)CC(=O)O (2-(2-iodophenyl)acetic acid). Solvent: C1CCOC1 (THF), C1CCOC1 (THF). Conditions: temperature 0 celsius, time 4 hour. Product: IC1=C(C=CC=C1)C(C(=O)O)CC (2-(2-Iodophenyl)butanoic acid), oil. The yield is 87.0%. Reaction SMILES: [CH:1]([N-]C(C)C)(C)[CH3:2].[Li+].[I:9][C:10]1[CH:15]=[CH:14][CH:13]=[CH:12][C:11]=1[CH2:16][C:17]([OH:19])=[O:18].ICC>C1COCC1>[I:9][C:10]1[CH:15]=[CH:14][CH:13]=[CH:12][C:11]=1[CH:16]([CH2:1][CH3:2])[C:17]([OH:19])=[O:18] |f:0.1|. Procedure: Lithium diisopropylamide solution (2.0 M in THF/heptane/ethylbenzene, 3.82 mL, 7.63 mmol) was added to dry THF (10 mL) under an atmosphere of nitrogen and cooled to 0° C. A solution of 2-(2-iodophenyl)acetic acid (500 mg, 1.91 mmol) in dry THF (15 mL) was then added dropwise. This solution was stirred for 40 minutes at 0° C. before the addition of iodoethane (0.92 mL, 11 mmol). The solution was returned to room temperature and stirred for 4 hours. The resulting mixture was quenched with the addi... Starting materials: BrCCOC1CCCCO1, O=C([O-])[O-], COC(=O)N=C(SC)C(=Nc1ccc(-c2noc(C)n2)cc1)c1cc(OC)cc(O)c1F, CCOC(C)=O, [K+], [K+], CN(C)C=O, O. The product is COC(=O)N=C(SC)C(=Nc1ccc(-c2noc(C)n2)cc1)c1cc(OC)cc(OCCOC2CCCCO2)c1F. As a reaction SMILES: [Br:7][CH2:8][CH2:9][O:10][CH:11]1[O:12][CH2:13][CH2:14][CH2:15][CH2:16]1.[C:1](=[O:2])([O-:3])[O-:4].[CH3:17][O:18][C:19]([N:20]=[C:21]([C:22](=[N:23][c:24]1[cH:25][cH:26][c:27](-[c:30]2[n:31][o:32][c:33]([CH3:35])[n:34]2)[cH:28][cH:29]1)[c:36]1[c:37]([F:45])[c:38]([OH:44])[cH:39][c:40]([O:42][CH3:43])[cH:41]1)[S:46][CH3:47])=[O:48].[CH3:55][CH2:56][O:57][C:58](=[O:59])[CH3:60].[K+:5].[K+:6].[O:50]=[CH:51][N:52]([CH3:53])[CH3:54].[OH2:49]>>[CH2:8]([CH2:9][O:10][CH:11]1[O:12][CH2:13][CH2:14][CH2:15][CH2:16]1)[O:44][c:38]1[c:37]([F:45])[c:36]([C:22]([C:21](=[N:20][C:19]([O:18][CH3:17])=[O:48])[S:46][CH3:47])=[N:23][c:24]2[cH:25][cH:26][c:27](-[c:30]3[n:31][o:32][c:33]([CH3:35])[n:34]3)[cH:28][cH:29]2)[cH:41][c:40]([O:42][CH3:43])[cH:39]1. Reactants: bis(2-methoxyethyl)azodicarboxylate, CN1N=C2C=CC(=CC2=C1C)N1C(C=C(C=C1)O)=O (1-(2,3-dimethyl-2H-indazol-5-yl)-4-hydroxypyridin-2(1H)-one), FC(C1=CC(=CS1)CO)(F)F ([5-(trifluoromethyl)thiophen-3-yl]methanol), C1(=CC=CC=C1)P(C1=CC=CC=C1)C1=CC=CC=C1 (triphenylphosphine), O (water). Run in O1CCCC1 (tetrahydrofuran). Run at time 3 hour. Yields the product CN1N=C2C=CC(=CC2=C1C)N1C(C=C(C=C1)OCC1=CSC(=C1)C(F)(F)F)=O (1-(2,3-dimethyl-2H-indazol-5-yl)-4-{[5-(trifluoromethyl)thiophen-3-yl]methoxy}pyridin-2(1H)-one). Isolated yield 42.6%. Reaction SMILES: [CH3:1][N:2]1[C:10]([CH3:11])=[C:9]2[C:4]([CH:5]=[CH:6][C:7]([N:12]3[CH:17]=[CH:16][C:15]([OH:18])=[CH:14][C:13]3=[O:19])=[CH:8]2)=[N:3]1.[F:20][C:21]([F:30])([F:29])[C:22]1[S:26][CH:25]=[C:24]([CH2:27]O)[CH:23]=1.C1(P(C2C=CC=CC=2)C2C=CC=CC=2)C=CC=CC=1.O>O1CCCC1>[CH3:1][N:2]1[C:10]([CH3:11])=[C:9]2[C:4]([CH:5]=[CH:6][C:7]([N:12]3[CH:17]=[CH:16][C:15]([O:18][CH2:27][C:24]4[CH:23]=[C:22]([C:21]([F:30])([F:29])[F:20])[S:26][CH:25]=4)=[CH:14][C:13]3=[O:19])=[CH:8]2)=[N:3]1. Procedure details: To a suspension of 1-(2,3-dimethyl-2H-indazol-5-yl)-4-hydroxypyridin-2(1H)-one (50 mg), [5-(trifluoromethyl)thiophen-3-yl]methanol (71 mg) and triphenylphosphine (154 mg) in tetrahydrofuran (5 ml) was added bis(2-methoxyethyl)azodicarboxylate (138 mg) at room temperature, and the mixture was stirred at the same temperature for 3 hr. To the reaction mixture was added water, and the mixture was extracted with ethyl acetate. The organic layer was washed with saturated brine, dried over anhydrous ma... Starting materials: CNCCCN(C)C, ClCCl, CCCNC(=O)c1ccc(C)c(-c2nc(S(C)=O)nc3c2CNC(=O)N3c2c(F)cccc2F)c1. Yields the product CCCNC(=O)c1ccc(C)c(-c2nc(N(C)CCCN(C)C)nc3c2CNC(=O)N3c2c(F)cccc2F)c1. As a reaction SMILES: [CH3:36][N:37]([CH2:38][CH2:39][CH2:40][NH:41][CH3:42])[CH3:43].[Cl:44][CH2:45][Cl:46].[F:1][c:2]1[c:3]([N:9]2[C:10](=[O:35])[NH:11][CH2:12][c:13]3[c:14]2[n:15][c:16]([S:32]([CH3:33])=[O:34])[n:17][c:18]3-[c:19]2[cH:20][c:21]([C:22](=[O:23])[NH:24][CH2:25][CH2:26][CH3:27])[cH:28][cH:29][c:30]2[CH3:31])[c:4]([F:8])[cH:5][cH:6][cH:7]1>>[F:1][c:2]1[c:3]([N:9]2[C:10](=[O:35])[NH:11][CH2:12][c:13]3[c:14]2[n:15][c:16]([N:41]([CH2:40][CH2:39][CH2:38][N:37]([CH3:36])[CH3:43])[CH3:42])[n:17][c:18]3-[c:19]2[cH:20][c:21]([C:22](=[O:23])[NH:24][CH2:25][CH2:26][CH3:27])[cH:28][cH:29][c:30]2[CH3:31])[c:4]([F:8])[cH:5][cH:6][cH:7]1. The reactants are CSC(=N)N, O=C(O)CCC1CCNCC1, [Na+], [OH-], O=S(=O)(O)O. Product: N=C(N)N1CCC(CCC(=O)O)CC1. Reaction SMILES: [CH3:17][S:18][C:19]([NH2:20])=[NH:21].[NH:1]1[CH2:2][CH2:3][CH:4]([CH2:7][CH2:8][C:9](=[O:10])[OH:11])[CH2:5][CH2:6]1.[Na+:23].[OH-:22].[S:12]([OH:13])([OH:14])(=[O:15])=[O:16]>>[N:1]1([C:19](=[NH:20])[NH2:21])[CH2:2][CH2:3][CH:4]([CH2:7][CH2:8][C:9](=[O:10])[OH:11])[CH2:5][CH2:6]1. The reactants are COC1=CC=C2C(=N1)C=CN2 (5-methoxypyrrolo-[3,2-b]pyridine), CN1CCC(CC1)=O (1-methyl-4-piperidone). The product is COC1=CC=C2C(=N1)C(=CN2)C=2CCN(CC2)C (5-methoxy-3-(1-methyl-1,2,3,6-tetrahydropyridin-4-yl)pyrrolo[3,2-b]pyridine). Isolated yield 83.7%. As a reaction SMILES: [CH3:1][O:2][C:3]1[N:8]=[C:7]2[CH:9]=[CH:10][NH:11][C:6]2=[CH:5][CH:4]=1.[CH3:12][N:13]1[CH2:18][CH2:17][C:16](=O)[CH2:15][CH2:14]1>>[CH3:1][O:2][C:3]1[N:8]=[C:7]2[C:9]([C:16]3[CH2:17][CH2:18][N:13]([CH3:12])[CH2:14][CH:15]=3)=[CH:10][NH:11][C:6]2=[CH:5][CH:4]=1. Procedure details: Beginning with 0.80 gm (5.4 mMol) of 5-methoxypyrrolo-[3,2-b]pyridine and 1.2 mL (10.1 mMol) 1-methyl-4-piperidone, 1.1 gm (84%) of the title compound were recovered as a yellow solid essentially by the procedure described in Example 5. An analytical sample was recrystallized from methanol. The reactants are [BH4-], CO, Cl, [Na+], [Na+], [OH-], O=Cc1cc([N+](=O)[O-])ccc1O. Product: O=[N+]([O-])c1ccc(O)c(CO)c1. Reaction SMILES: [BH4-:13].[CH3:18][OH:19].[ClH:15].[Na+:14].[Na+:17].[OH-:16].[OH:1][c:2]1[c:3]([CH:4]=[O:5])[cH:6][c:7]([N+:10](=[O:11])[O-:12])[cH:8][cH:9]1>>[OH:1][c:2]1[c:3]([CH2:4][OH:5])[cH:6][c:7]([N+:10](=[O:11])[O-:12])[cH:8][cH:9]1. Reactants: [Li]CCCC, CCCCCC, CCOCC, [Cl-], Fc1cccc(F)c1, COc1cccc(C=O)c1[N+](=O)[O-], [NH4+], C1CCOC1. Yields the product COc1cccc(C(O)c2c(F)cccc2F)c1[N+](=O)[O-]. Reaction SMILES: [CH2:1]([Li:2])[CH2:3][CH2:4][CH3:5].[CH3:29][CH2:30][CH2:31][CH2:32][CH2:33][CH3:34].[CH3:40][CH2:41][O:42][CH2:43][CH3:44].[Cl-:27].[F:6][c:7]1[cH:8][cH:9][cH:10][c:11]([F:12])[cH:13]1.[N+:14](=[O:15])([O-:16])[c:17]1[c:18]([CH:19]=[O:20])[cH:21][cH:22][cH:23][c:24]1[O:25][CH3:26].[NH4+:28].[O:35]1[CH2:36][CH2:37][CH2:38][CH2:39]1>>[F:6][c:7]1[cH:8][cH:9][cH:10][c:11]([F:12])[c:13]1[CH:19]([c:18]1[c:17]([N+:14](=[O:15])[O-:16])[c:24]([O:25][CH3:26])[cH:23][cH:22][cH:21]1)[OH:20].